Dataset: the Open Reaction Database (ORD), a public repository of structured organic reaction records. Task: describe an organic reaction: reactants, conditions, products, and yield Starting materials: C(C1=C(C=CC=C1)SSC1=C(C(=O)Cl)C=CC=C1)(=O)Cl (2,2'-dithiobisbenzoyl chloride), COC=1C(=CC=CC1)N (o-anisidine). Procedure: This compound was prepared according to the general method of Example 77 using 2,2'-dithiobisbenzoyl chloride (2.00 g, 5.83 mmol) in 50 mL of dichloromethane and o-anisidine (1.42 g, 11.5 mmol) in 10 mL of pyridine. The crude product was recrystallized from ethanol-ethyl acetate, then again from acetonitrile-DMF to yield 0.634 g of the title compound, mp 154°-155° C. RXN SMILES: [C:1](Cl)(=[O:19])[C:2]1[CH:7]=[CH:6][CH:5]=[CH:4][C:3]=1[S:8][S:9][C:10]1[CH:18]=[CH:17][CH:16]=[CH:15][C:11]=1[C:12](Cl)=[O:13].[CH3:21][O:22][C:23]1[C:24]([NH2:29])=[CH:25][CH:26]=[CH:27][CH:28]=1>ClCCl.N1C=CC=CC=1>[CH3:21][O:22][C:23]1[CH:28]=[CH:27][CH:26]=[CH:25][C:24]=1[NH:29][C:1](=[O:19])[C:2]1[CH:7]=[CH:6][CH:5]=[CH:4][C:3]=1[S:8][S:9][C:10]1[CH:18]=[CH:17][CH:16]=[CH:15][C:11]=1[C:12]([NH:29][C:24]1[CH:25]=[CH:26][CH:27]=[CH:28][C:23]=1[O:22][CH3:21])=[O:13]. Yields the product COC1=C(C=CC=C1)NC(C1=C(C=CC=C1)SSC1=C(C(=O)NC2=C(C=CC=C2)OC)C=CC=C1)=O (2,2'-Dithiobis[N-(2-methoxyphenyl)benzamide]). Isolated yield 21.3%. Solvent: N1=CC=CC=C1 (pyridine), ClCCl (dichloromethane).